Dataset: the Open Reaction Database (ORD), a public repository of structured organic reaction records. Task: describe an organic reaction: reactants, conditions, products, and yield The reactants are CI (methyl iodide), ClC=1C=CC(=NC1O)C(=O)OCC (ethyl 5-chloro-6-hydroxypyridine-2-carboxylate). Reagents/catalysts: C([O-])([O-])=O.[Ag+2] (Silver carbonate). The solvent is C(Cl)(Cl)Cl (chloroform). Run at temperature 70 celsius, time 7 hour. Product: ClC=1C=CC(=NC1OC)C(=O)OCC (ethyl 5-chloro-6-methoxypyridine-2-carboxylate). The yield is 80.0%. Reaction SMILES: [CH3:1]I.[Cl:3][C:4]1[CH:5]=[CH:6][C:7]([C:11]([O:13][CH2:14][CH3:15])=[O:12])=[N:8][C:9]=1[OH:10]>C(Cl)(Cl)Cl.C(=O)([O-])[O-].[Ag+2]>[Cl:3][C:4]1[CH:5]=[CH:6][C:7]([C:11]([O:13][CH2:14][CH3:15])=[O:12])=[N:8][C:9]=1[O:10][CH3:1] |f:3.4|. Reported procedure: Silver carbonate (142.4 g) and methyl iodide (25 mL) were added to a solution of ethyl 5-chloro-6-hydroxypyridine-2-carboxylate (26.0 g) in chloroform (500 mL), and the mixture was stirred at 70° C. for seven hours. The reaction solution was filtered through celite, and then the solvent was evaporated under reduced pressure. The residue was purified by silica gel column chromatography (hexane:ethyl acetate=30:1) and purified again by silica gel column chromatography (hexane:ethyl acetate=20:1) t... Starting materials: C=CC(=O)OC(C)(C)C, CC(C)(C)O, CO, [K+], [OH-], N#CC(c1ccccc1)c1ccccc1. Product: CC(C)(C)OC(=O)CCC(C#N)(c1ccccc1)c1ccccc1. Reaction SMILES: [C:18]([CH:19]=[CH2:20])(=[O:21])[O:22][C:23]([CH3:24])([CH3:25])[CH3:26].[CH3:27][C:28]([OH:29])([CH3:30])[CH3:31].[CH3:32][OH:33].[K+:17].[OH-:16].[c:1]1([CH:7]([C:8]#[N:9])[c:10]2[cH:11][cH:12][cH:13][cH:14][cH:15]2)[cH:2][cH:3][cH:4][cH:5][cH:6]1>>[c:1]1([C:7]([C:8]#[N:9])([c:10]2[cH:11][cH:12][cH:13][cH:14][cH:15]2)[CH2:20][CH2:19][C:18](=[O:21])[O:22][C:23]([CH3:24])([CH3:25])[CH3:26])[cH:2][cH:3][cH:4][cH:5][cH:6]1. The reactants are CC1(C)c2cccc(P(c3ccccc3)c3ccccc3)c2Oc2c(P(c3ccccc3)c3ccccc3)cccc21, Clc1nccc(Nc2c(Cl)ccc3c2OCO3)n1, C1CCC2=NCCCN2CC1, Nc1cc(N2CCOCC2)nc(N2CCOCC2)c1, C1COCCO1. Product: Clc1ccc2c(c1Nc1ccnc(Nc3cc(N4CCOCC4)nc(N4CCOCC4)c3)n1)OCO2. Reaction SMILES: [CH3:49][C:50]1([CH3:51])[c:52]2[cH:53][cH:54][cH:55][c:56]([P:57]([c:58]3[cH:59][cH:60][cH:61][cH:62][cH:63]3)[c:64]3[cH:65][cH:66][cH:67][cH:68][cH:69]3)[c:70]2[O:71][c:72]2[c:73]1[cH:74][cH:75][cH:76][c:77]2[P:78]([c:79]1[cH:80][cH:81][cH:82][cH:83][cH:84]1)[c:85]1[cH:86][cH:87][cH:88][cH:89][cH:90]1.[Cl:20][c:21]1[n:22][cH:23][cH:24][c:25]([NH:27][c:28]2[c:29]([Cl:37])[cH:30][cH:31][c:32]3[c:36]2[O:35][CH2:34][O:33]3)[n:26]1.[N:38]12[CH2:39][CH2:40][CH2:41][N:42]=[C:43]1[CH2:44][CH2:45][CH2:46][CH2:47][CH2:48]2.[O:1]1[CH2:2][CH2:3][N:4]([c:7]2[n:8][c:9]([N:14]3[CH2:15][CH2:16][O:17][CH2:18][CH2:19]3)[cH:10][c:11]([NH2:13])[cH:12]2)[CH2:5][CH2:6]1.[O:91]1[CH2:92][CH2:93][O:94][CH2:95][CH2:96]1>>[O:1]1[CH2:2][CH2:3][N:4]([c:7]2[n:8][c:9]([N:14]3[CH2:15][CH2:16][O:17][CH2:18][CH2:19]3)[cH:10][c:11]([NH:13][c:21]3[n:22][cH:23][cH:24][c:25]([NH:27][c:28]4[c:29]([Cl:37])[cH:30][cH:31][c:32]5[c:36]4[O:35][CH2:34][O:33]5)[n:26]3)[cH:12]2)[CH2:5][CH2:6]1. The reactants are C(C)(C)N(CC)C(C)C (diisopropylethylamine), C(C)(C)(C)OC(NC1CCC(CC1)CNC1=NC(=NC=C1[N+](=O)[O-])Cl)=O ({4-[(2-chloro-5-nitro-pyrimidin-4-ylamino)-methyl]-cyclohexyl}-carbamic acid tert-butyl ester), FC=1C=C(C(=NC1)OC)NC ((5-fluoro-2-methoxy-pyridin-3-yl)-methylamine). Run in C(C)(=O)OCC (ethyl acetate), CN(C)C=O (DMF), CN(C)C=O (DMF). Reaction conditions: time 30 minute. Yields the product C(C)(C)(C)OC(NC1CCC(CC1)CNC1=NC(=NC=C1[N+](=O)[O-])NCC=1C(=NC=C(C1)F)OC)=O ([4-({2-[(5-fluoro-2-methoxy-pyridin-3-ylmethyl)-amino]-5-nitro-pyrimidin-4-ylamino}-methyl)-cyclohexyl]-carbamic acid tert-butyl ester). Reaction SMILES: [C:1]([O:5][C:6](=[O:26])[NH:7][CH:8]1[CH2:13][CH2:12][CH:11]([CH2:14][NH:15][C:16]2[C:21]([N+:22]([O-:24])=[O:23])=[CH:20][N:19]=[C:18](Cl)[N:17]=2)[CH2:10][CH2:9]1)([CH3:4])([CH3:3])[CH3:2].[F:27][C:28]1[CH:29]=[C:30](NC)[C:31]([O:34][CH3:35])=[N:32][CH:33]=1.[CH:38]([N:41](C(C)C)CC)(C)C>CN(C=O)C.C(OCC)(=O)C>[C:1]([O:5][C:6](=[O:26])[NH:7][CH:8]1[CH2:13][CH2:12][CH:11]([CH2:14][NH:15][C:16]2[C:21]([N+:22]([O-:24])=[O:23])=[CH:20][N:19]=[C:18]([NH:41][CH2:38][C:30]3[C:31]([O:34][CH3:35])=[N:32][CH:33]=[C:28]([F:27])[CH:29]=3)[N:17]=2)[CH2:10][CH2:9]1)([CH3:4])([CH3:3])[CH3:2]. Procedure: To a solution of {4-[(2-chloro-5-nitro-pyrimidin-4-ylamino)-methyl]-cyclohexyl}-carbamic acid tert-butyl ester (200 mg, 0.52 mmol) in DMF (2 mL) were added a solution of (5-fluoro-2-methoxy-pyridin-3-yl)-methylamine (120 mg, 0.78 mmol) in DMF (1 mL) followed by diisopropylethylamine (181 μL, 1.04 mmol). The reaction mixture was stirred at room temperature for 30 min. The reaction mixture was diluted with ethyl acetate and washed with saturated NaHCO3 and water (×4). The organic phase was dried o... Procedure details: A mixture of 3,5-dimethoxylaniline (24.0 g, 156.9 mmol) and p-toluenesulfonyl chloride (29.8 g, 156.9 mmol) in anhydrous pyridine (70 mL) was stirred and heated to reflux for 30 min under argon atmosphere. The reaction mixture was cooled to room temperature and poured into 400 mL of ice-cold water. Dichloromethane was added to extract the product. The organic layer was separated and washed with water, 5% HCl aqueous solution, water and brine and dried with anhydrous Na2SO4. Removal of solvent pr... Solvent: N1=CC=CC=C1 (pyridine). The product is COC=1C=C(C=C(C1)OC)NS(=O)(=O)C1=CC=C(C=C1)C (N-(3,5-Dimethoxy-phenyl)-4-methyl-benzenesulfonamide). Starting materials: ClCCl (Dichloromethane), O(C)C=1C=C(N)C=C(C1)OC (3,5-dimethoxylaniline), C1(=CC=C(C=C1)S(=O)(=O)Cl)C (p-toluenesulfonyl chloride), ice. RXN SMILES: [O:1]([C:3]1[CH:4]=[C:5]([CH:7]=[C:8]([O:10][CH3:11])[CH:9]=1)[NH2:6])[CH3:2].[C:12]1([CH3:22])[CH:17]=[CH:16][C:15]([S:18](Cl)(=[O:20])=[O:19])=[CH:14][CH:13]=1.ClCCl>N1C=CC=CC=1>[CH3:2][O:1][C:3]1[CH:4]=[C:5]([NH:6][S:18]([C:15]2[CH:16]=[CH:17][C:12]([CH3:22])=[CH:13][CH:14]=2)(=[O:20])=[O:19])[CH:7]=[C:8]([O:10][CH3:11])[CH:9]=1. Yield: 88.3%.